Dataset: the Open Reaction Database (ORD), a public repository of structured organic reaction records. Task: describe an organic reaction: reactants, conditions, products, and yield The reactants are CCCCCCCCCCCCCCCC(=O)O (C16:0), CCCCC/C=C\C/C=C\CCCCCCCC(=O)O (C18:2), CCCCCCCCCCCCCCCCCC(=O)O (C18:0), CCCCCCCC/C=C\CCCCCCCC(=O)O (C18:1). Product: CCCCCCCCCCCCCC(=O)O (C14:0). As a reaction SMILES: CC[CH2:3][CH2:4][CH2:5][CH2:6][CH2:7][CH2:8][CH2:9][CH2:10][CH2:11][CH2:12][CH2:13][CH2:14][CH2:15][C:16]([OH:18])=[O:17].CCCCCCCCCCCCCCCCCC(O)=O.CCCCCCCC/C=C\CCCCCCCC(O)=O.CCCCC/C=C\C/C=C\CCCCCCCC(O)=O>>[CH3:3][CH2:4][CH2:5][CH2:6][CH2:7][CH2:8][CH2:9][CH2:10][CH2:11][CH2:12][CH2:13][CH2:14][CH2:15][C:16]([OH:18])=[O:17]. Procedure details: C16:0 56.9; C18:0 6.9; C18:1 30.9; C18:2 4 3.